Dataset: the Open Reaction Database (ORD), a public repository of structured organic reaction records. Task: describe an organic reaction: reactants, conditions, products, and yield Starting materials: ice water, Cl (hydrochloric acid), BrC=1C=C(C=CC1)C1(CC1)C#N (1-(3-Bromophenyl)cyclopropanecarbonitrile), BrC=1C=C(C=CC1)C1(CC1)C#N (1-(3-Bromophenyl)cyclopropanecarbonitrile), C(CO)O (ethylene glycol), [OH-].[K+] (potassium hydroxide). Run in O (water). Reaction conditions: temperature 140 celsius, time 4 hour. Product: BrC=1C=C(C=CC1)C1(CC1)C(=O)O (1-(3-Bromophenyl)cyclopropanecarboxylic acid). The yield is 87.0%. RXN SMILES: [Br:1][C:2]1[CH:3]=[C:4]([C:8]2([C:11]#N)[CH2:10][CH2:9]2)[CH:5]=[CH:6][CH:7]=1.C(O)C[OH:15].[OH-:17].[K+].Cl>O>[Br:1][C:2]1[CH:3]=[C:4]([C:8]2([C:11]([OH:15])=[O:17])[CH2:10][CH2:9]2)[CH:5]=[CH:6][CH:7]=1 |f:2.3|. Procedure details: 1-(3-Bromophenyl)cyclopropanecarbonitrile (Reference compound 25-1, 5.0 g, 23 mmol) and ethylene glycol (20 mL) were added to a solution of potassium hydroxide (3.7 g, 66 mmol) in water (20 mL). The mixture was stirred at 140° C. for 4 hours. The reaction mixture was poured into a solution mixture of ice-water mL) and 6 N hydrochloric acid (50 mL). The precipitated solid was separated by filtration and dried under reduced pressure to give the title reference compound (4.7 q) as a brown solid (yi... Starting materials: COC(COC1=C2C(=C(N(C2=CC=C1)CC1=C(C=CC=C1Cl)Cl)C)C(C(=O)N)=O)=O ([[3-(2-amino-1,2-dioxoethyl)-1-[(2,6-dichlorophenyl)methyl]-2-methyl-1H-indol-4-yl]oxy]acetic acid methyl ester), [OH-].[Na+] (NaOH), CO (MeOH), C(C)(=O)OCC (Ethyl acetate). The solvent is O (water). Reaction conditions: time 0.5 hour. Yields the product NC(C(=O)C1=C(N(C2=CC=CC(=C12)OCC(=O)O)CC1=C(C=CC=C1Cl)Cl)C)=O ([[3-(2-amino-1,2-dioxoethyl)-1-[(2,6-dichlorophenyl)methyl]-2-methyl-1H-indol-4-yl]oxy]acetic acid). Yield: 85.8%. Reaction SMILES: C[O:2][C:3](=[O:30])[CH2:4][O:5][C:6]1[CH:14]=[CH:13][CH:12]=[C:11]2[C:7]=1[C:8]([C:25](=[O:29])[C:26]([NH2:28])=[O:27])=[C:9]([CH3:24])[N:10]2[CH2:15][C:16]1[C:21]([Cl:22])=[CH:20][CH:19]=[CH:18][C:17]=1[Cl:23].[OH-].[Na+].CO.C(OCC)(=O)C>O>[NH2:28][C:26](=[O:27])[C:25]([C:8]1[C:7]2[C:11](=[CH:12][CH:13]=[CH:14][C:6]=2[O:5][CH2:4][C:3]([OH:30])=[O:2])[N:10]([CH2:15][C:16]2[C:21]([Cl:22])=[CH:20][CH:19]=[CH:18][C:17]=2[Cl:23])[C:9]=1[CH3:24])=[O:29] |f:1.2|. Procedure: A mixture of 420 mg (0.94 mmol) of [[3-(2-amino-1,2-dioxoethyl)-1-[(2,6-dichlorophenyl)methyl]-2-methyl-1H-indol-4-yl]oxy]acetic acid methyl ester, 5 mL of 1N NaOH and 15 mL of MeOH was heated to maintain reflux for 0.17 hours, cooled to room temperature and stirred 0.5 hours. Ethyl acetate and water was added, the aqueous layer separated, made acidic to pH 2-3 with 1N HCl, and the mixture extracted with ethyl acetate two times. The part that was not soluble was filtered. The filtrate was dried ... Reactants: C(C)(C)(C)OC(NC1(CC(C1)(C)O)C1=CC=C(C=C1)C(C(=CN(C)C)C1=CC=CC=C1)=O)=O ({1-[4-(3-Dimethylamino-2-phenyl-acryloyl)-phenyl]-3-hydroxy-3-methyl-cyclobutyl}-carbamic Acid Tert-butyl Ester), C1(=CC=CC=C1)C=1C=C(NN1)N (5-Phenyl-2H-pyrazol-3-ylamine). Solvent: C(C)(=O)O (acetic acid), C(C)O (ethanol), C(Cl)Cl (DCM). Yields the product C(C)(C)(C)OC(NC1(CC(C1)(C)O)C1=CC=C(C=C1)C1=NC=2N(C=C1C1=CC=CC=C1)N=C(C2)C2=CC=CC=C2)=O ((1-[4-(2,6-Diphenyl-pyrazolo[1,5-a]pyrimidin-5-yl)-phenyl]-3-hydroxy-3-methyl-cyclobutyl}-carbamic Acid Tert-butyl Ester). As a reaction SMILES: [C:1]([O:5][C:6](=[O:33])[NH:7][C:8]1([C:14]2[CH:19]=[CH:18][C:17]([C:20](=O)[C:21]([C:26]3[CH:31]=[CH:30][CH:29]=[CH:28][CH:27]=3)=[CH:22]N(C)C)=[CH:16][CH:15]=2)[CH2:11][C:10]([OH:13])([CH3:12])[CH2:9]1)([CH3:4])([CH3:3])[CH3:2].[C:34]1([C:40]2[CH:41]=[C:42]([NH2:45])[NH:43][N:44]=2)[CH:39]=[CH:38][CH:37]=[CH:36][CH:35]=1>C(O)(=O)C.C(O)C.C(Cl)Cl>[C:1]([O:5][C:6](=[O:33])[NH:7][C:8]1([C:14]2[CH:15]=[CH:16][C:17]([C:20]3[C:21]([C:26]4[CH:31]=[CH:30][CH:29]=[CH:28][CH:27]=4)=[CH:22][N:43]4[N:44]=[C:40]([C:34]5[CH:35]=[CH:36][CH:37]=[CH:38][CH:39]=5)[CH:41]=[C:42]4[N:45]=3)=[CH:18][CH:19]=2)[CH2:9][C:10]([OH:13])([CH3:12])[CH2:11]1)([CH3:2])([CH3:3])[CH3:4]. Reported procedure: A mixture of 2 (450 mg, 1 mmol) and 5-Phenyl-2H-pyrazol-3-ylamine (160 mg, 1 mmol) in acetic acid (2 mL) and ethanol (4 mL) was heated under reflux for 4 hours. After cooling, the mixture was diluted with 30 mL of DCM, the combined organic phase was washed with NaHCO3 aq. and brine, dried over anhydrous Na2SO4 and concentrated. The residue was purified by flash chromoatography to give 10-1. The reactants are CC1(COCC[C@H]1N[C@H](C)C1=CC=CC=C1)C(=O)OC ((4R)-Methyl 3-methyl-4-((R)-1-phenylethylamino)-tetrahydro-2H-pyran-3-carboxylate), Cl (HCl). The reagents and catalysts are [OH-].[OH-].[Pd+2] (palladium hydroxide on carbon). Run in CO (methanol). Reaction conditions: time 72 hour. Yields the product Cl.NC1C(COCC1)(C(=O)OC)C (methyl 4-amino-3-methyl-tetrahydro-2H-pyran-3-carboxylate hydrochloride). RXN SMILES: [CH3:1][C:2]1([C:17]([O:19][CH3:20])=[O:18])[C@H:7]([NH:8][C@@H](C2C=CC=CC=2)C)[CH2:6][CH2:5][O:4][CH2:3]1.[ClH:21]>CO.[OH-].[OH-].[Pd+2]>[ClH:21].[NH2:8][CH:7]1[CH2:6][CH2:5][O:4][CH2:3][C:2]1([CH3:1])[C:17]([O:19][CH3:20])=[O:18] |f:3.4.5,6.7|. Reported procedure: (4R)-Methyl 3-methyl-4-((R)-1-phenylethylamino)-tetrahydro-2H-pyran-3-carboxylate (1.37 g, 4.94 mmol) in methanol (70 mL) was treated with 10% palladium hydroxide on carbon (0.42 g, 3.5% mol) and aqueous 1N HCl (7 mL, 1.4 eq) and stirred under a hydrogen balloon for 72 h. The catalyst was removed by filtration. Removal of solvent provided crude methyl 4-amino-3-methyl-tetrahydro-2H-pyran-3-carboxylate hydrochloride that was used in the next step without further purification. MS: (M+H)+=174.1. Reactants: CC(=O)O, CC(=O)O, NCCN, CCOC(C)=O, CCO, O=Cc1ccc(-c2ccccc2Cl)o1, O=C(O)C1CCCC(N2C(=O)CSC2=S)C1. Product: O=C(O)C1CCCC(N2C(=O)C(=Cc3ccc(-c4ccccc4Cl)o3)SC2=S)C1. RXN SMILES: [C:31]([OH:32])(=[O:33])[CH3:34].[C:35]([OH:36])(=[O:37])[CH3:38].[CH2:39]([NH2:40])[CH2:41][NH2:42].[CH3:43][CH2:44][O:45][C:46](=[O:47])[CH3:48].[CH3:49][CH2:50][OH:51].[Cl:17][c:18]1[c:19](-[c:24]2[cH:25][cH:26][c:27]([CH:29]=[O:30])[o:28]2)[cH:20][cH:21][cH:22][cH:23]1.[O:1]=[C:2]1[N:3]([CH:8]2[CH2:9][CH:10]([C:14](=[O:15])[OH:16])[CH2:11][CH2:12][CH2:13]2)[C:4](=[S:7])[S:5][CH2:6]1>>[O:1]=[C:2]1[N:3]([CH:8]2[CH2:9][CH:10]([C:14](=[O:15])[OH:16])[CH2:11][CH2:12][CH2:13]2)[C:4](=[S:7])[S:5][C:6]1=[CH:29][c:27]1[cH:26][cH:25][c:24](-[c:19]2[c:18]([Cl:17])[cH:23][cH:22][cH:21][cH:20]2)[o:28]1.